Dataset: the Open Reaction Database (ORD), a public repository of structured organic reaction records. Task: describe an organic reaction: reactants, conditions, products, and yield As a reaction SMILES: [CH2:47]1[O:48][CH2:49][CH2:50][CH2:51]1.[CH3:25][CH:26]([N-:27][CH:28]([CH3:29])[CH3:30])[CH3:31].[CH:17]([O:18][B:19]([O-:20])[O-:21])([CH3:22])[CH3:23].[CH:1]1([n:5]2[cH:6][c:7]([C:15]#[N:16])[c:8]3[cH:9][cH:10][c:11]([OH:14])[cH:12][c:13]23)[CH2:2][CH2:3][CH2:4]1.[Cl:32][c:33]1[c:34]([NH2:40])[cH:35][cH:36][c:37]([I:39])[cH:38]1.[K+:41].[K+:42].[Li+:24].[O-:43][C:44]([O-:45])=[O:46].[O:52]=[CH:53][N:54]([CH3:55])[CH3:56].[OH2:57]>>[CH:1]1([n:5]2[c:6](-[c:37]3[cH:36][cH:35][c:34]([NH2:40])[c:33]([Cl:32])[cH:38]3)[c:7]([C:15]#[N:16])[c:8]3[cH:9][cH:10][c:11]([OH:14])[cH:12][c:13]23)[CH2:2][CH2:3][CH2:4]1. Reactants: C1CCOC1, CC(C)[N-]C(C)C, CC(C)OB([O-])[O-], N#Cc1cn(C2CCC2)c2cc(O)ccc12, Nc1ccc(I)cc1Cl, [K+], [K+], [Li+], O=C([O-])[O-], CN(C)C=O, O. The product is N#Cc1c(-c2ccc(N)c(Cl)c2)n(C2CCC2)c2cc(O)ccc12.